Dataset: the Open Reaction Database (ORD), a public repository of structured organic reaction records. Task: describe an organic reaction: reactants, conditions, products, and yield Starting materials: C(C)(=O)[O-].[NH4+] (ammonium acetate), C(#N)CC(=O)OC (methyl cyanoacetate), CC(C(C)=O)(C)C (3,3-dimethylbutan-2-one), [N+](=O)([O-])C1=CC=C(C=O)C=C1 (4-nitrobenzaldehyde). Yields the product C(C)(C)(C)C1=CC(=C(C(N1)=O)C#N)C1=CC=C(C=C1)[N+](=O)[O-] (6-tert-butyl-4-(4-nitro-phenyl)-2-oxo-1,2-dihydro-pyridine-3-carbonitrile). Reaction SMILES: C([O-])(=O)C.[NH4+:5].[C:6]([CH2:8][C:9]([O:11]C)=O)#[N:7].[CH3:13][C:14]([CH3:19])([CH3:18])[C:15](=O)[CH3:16].[N+:20]([C:23]1[CH:30]=[CH:29][C:26]([CH:27]=O)=[CH:25][CH:24]=1)([O-:22])=[O:21]>>[C:14]([C:15]1[NH:5][C:9](=[O:11])[C:8]([C:6]#[N:7])=[C:27]([C:26]2[CH:29]=[CH:30][C:23]([N+:20]([O-:22])=[O:21])=[CH:24][CH:25]=2)[CH:16]=1)([CH3:19])([CH3:18])[CH3:13] |f:0.1|. Procedure: In analogy to the procedure described for Example 1c reaction of 41 g ammonium acetate, 7 ml methyl cyanoacetate, 8.2 ml 3,3-dimethylbutan-2-one, and 10 g 4-nitrobenzaldehyde yielded 4.71 g product. The reactants are C1=CC=CC=2NC3=CC=CC=C3CC12 (acridan), Cl.ClC=1N(CCC1)C1=NCCC1 (2-chloro-1-(1-pyrrolin-2-yl) 2-pyrroline hydrochloride). The solvent is ClCCCl (1,2-dichloroethane). Product: N1C(=CCC1)N1C(=CCC1)N1C=2C=CC=CC2CC2=CC=CC=C12 (10-[1-(2-PYRROLIN-2YL)-2-PYRROLIN-2-YL]ACRIDAN). As a reaction SMILES: [CH:1]1[C:14]2[CH2:13][C:12]3[C:7](=[CH:8][CH:9]=[CH:10][CH:11]=3)[NH:6][C:5]=2[CH:4]=[CH:3][CH:2]=1.Cl.Cl[C:17]1[N:18]([C:22]2[CH2:26][CH2:25][CH2:24][N:23]=2)[CH2:19][CH2:20][CH:21]=1>ClCCCl>[NH:23]1[CH2:24][CH2:25][CH:26]=[C:22]1[N:18]1[CH2:19][CH2:20][CH:21]=[C:17]1[N:6]1[C:7]2[C:12](=[CH:11][CH:10]=[CH:9][CH:8]=2)[CH2:13][C:14]2[CH:1]=[CH:2][CH:3]=[CH:4][C:5]1=2 |f:1.2|. Procedure: A mixture of acridan (3.6 g., 0.02 mole) and 2-chloro-1-(1-pyrrolin-2-yl) 2-pyrroline hydrochloride (5.1 g., 0.025 mole), obtained according to the method of H. Brederick, et al., Chem. Ber., 94, 2292 (1961), in 50 ml. of 1,2-dichloroethane is refluxed for a period of 15 hr. The mixture is sequentially extracted with 50 ml. of 1.5N hydrochloric acid and three 50 ml. portions of water. The combined acid-water extracts are basified with 5N potassium hydroxide, extracted with ether and the ethereal... Reactants: ClC=1C=C(C=CC1C#N)N[C@@H](C(=O)NNC(C1=CC=C(C=C1)C#N)=O)[C@H](C)O (N′-((2R,3S)-2-(3-chloro-4-cyanophenylamino)-3-hydroxybutanoyl)-4-cyanobenzohydrazide), C(C)(C)(C)NP1(N(CCCN1C)C)N(CC)CC (2-tert-butylamino-2-diethylamino-1,3-dimethyl perhydro-1,3,2-diazaphosphorine), ClC1=C(C#N)C=CC(=C1CC)N[C@H]([C@H](C)O)C=1OC(=NN1)C1=CC=CC=C1 (2-chloro-3-ethyl-4-((1R,2S)-2-hydroxy-1-(5-phenyl-1,3,4-oxadiazol-2-yl)propylamino)benzonitrile). Run in C1CCOC1 (THF). Run at time 1 hour. Yields the product ClC1=C(C#N)C=CC(=C1)N[C@H]([C@H](C)O)C=1OC(=NN1)C1=CC=C(C=C1)C#N (2-Chloro-4-((1R,2S)-1-(5-(4-cyanophenyl)-1,3,4-oxadiazol-2-yl)-2-hydroxypropylamino)benzonitrile). RXN SMILES: [Cl:1][C:2]1[CH:3]=[C:4]([NH:10][C@H:11]([C@@H:26]([OH:28])[CH3:27])[C:12]([NH:14][NH:15][C:16](=O)[C:17]2[CH:22]=[CH:21][C:20]([C:23]#[N:24])=[CH:19][CH:18]=2)=[O:13])[CH:5]=[CH:6][C:7]=1[C:8]#[N:9].C(NP1(N(CC)CC)N(C)CCCN1C)(C)(C)C.ClC1C(CC)=C(N[C@@H](C2OC(C3C=CC=CC=3)=NN=2)[C@@H](O)C)C=CC=1C#N>C1COCC1>[Cl:1][C:2]1[CH:3]=[C:4]([NH:10][C@@H:11]([C:12]2[O:13][C:16]([C:17]3[CH:18]=[CH:19][C:20]([C:23]#[N:24])=[CH:21][CH:22]=3)=[N:15][N:14]=2)[C@@H:26]([OH:28])[CH3:27])[CH:5]=[CH:6][C:7]=1[C:8]#[N:9]. Reported procedure: To a solution of N′-((2R,3S)-2-(3-chloro-4-cyanophenylamino)-3-hydroxybutanoyl)-4-cyanobenzohydrazide (2 g, 5.03 mmol) in anhydrous THF (300 mL) at room temperature was added 2-tert-butylamino-2-diethylamino-1,3-dimethyl perhydro-1,3,2-diazaphosphorine on polystyrene (2.2 mmol base/g) (6.86 g) followed by p-TSCl (959 mg, 5.03 mmol) and the mixture was stirred for 1 h. The mixture was filtered and the residue washed with acetone (200 mL) followed by MeOH (200 mL). The filtrate was then concentrat... The reactants are Br, CCCCCCCCCCCCCCCC(=O)OC(CCCCCCCCCCCCCCC)CC(=O)NC(C(=O)NC(CCCCNC(=O)OCc1ccccc1)C(=O)O)C(C)C, CC(=O)O. Product: Br, CCCCCCCCCCCCCCCC(=O)OC(CCCCCCCCCCCCCCC)CC(=O)NC(C(=O)NC(CCCCN)C(=O)O)C(C)C. As a reaction SMILES: [BrH:65].[C:1]([CH2:2][CH2:3][CH2:4][CH2:5][CH2:6][CH2:7][CH2:8][CH2:9][CH2:10][CH2:11][CH2:12][CH2:13][CH2:14][CH2:15][CH3:16])(=[O:17])[O:18][CH:19]([CH2:20][C:21](=[O:22])[NH:23][CH:24]([CH:25]([CH3:26])[CH3:27])[C:28](=[O:29])[NH:30][CH:31]([CH2:32][CH2:33][CH2:34][CH2:35][NH:36][C:37]([O:38][CH2:39][c:40]1[cH:41][cH:42][cH:43][cH:44][cH:45]1)=[O:46])[C:47](=[O:48])[OH:49])[CH2:50][CH2:51][CH2:52][CH2:53][CH2:54][CH2:55][CH2:56][CH2:57][CH2:58][CH2:59][CH2:60][CH2:61][CH2:62][CH2:63][CH3:64].[CH3:66][C:67](=[O:68])[OH:69]>>[BrH:65].[C:1]([CH2:2][CH2:3][CH2:4][CH2:5][CH2:6][CH2:7][CH2:8][CH2:9][CH2:10][CH2:11][CH2:12][CH2:13][CH2:14][CH2:15][CH3:16])(=[O:17])[O:18][CH:19]([CH2:20][C:21](=[O:22])[NH:23][CH:24]([CH:25]([CH3:26])[CH3:27])[C:28](=[O:29])[NH:30][CH:31]([CH2:32][CH2:33][CH2:34][CH2:35][NH2:36])[C:47](=[O:48])[OH:49])[CH2:50][CH2:51][CH2:52][CH2:53][CH2:54][CH2:55][CH2:56][CH2:57][CH2:58][CH2:59][CH2:60][CH2:61][CH2:62][CH2:63][CH3:64]. The reactants are C12(CC3CC(CC(C1)C3)C2)CC(=O)Cl (1-adamantaneacetyl chloride), COC1=CC(=C(N)C=C1)C (4-methoxy-2-methylaniline). Yields the product COC1=CC(=C(C=C1)NC(CC12CC3CC(CC(C1)C3)C2)=O)C (N-(4-Methoxy-2-methylphenyl)-tricyclo[3.3.1.13,7]decane-1-acetamide). Yield: 46.5%. As a reaction SMILES: [C:1]12([CH2:11][C:12](Cl)=[O:13])[CH2:10][CH:5]3[CH2:6][CH:7]([CH2:9][CH:3]([CH2:4]3)[CH2:2]1)[CH2:8]2.[CH3:15][O:16][C:17]1[CH:23]=[CH:22][C:20]([NH2:21])=[C:19]([CH3:24])[CH:18]=1>>[CH3:15][O:16][C:17]1[CH:23]=[CH:22][C:20]([NH:21][C:12](=[O:13])[CH2:11][C:1]23[CH2:10][CH:5]4[CH2:6][CH:7]([CH2:9][CH:3]([CH2:4]4)[CH2:2]2)[CH2:8]3)=[C:19]([CH3:24])[CH:18]=1. Reported procedure: Prepared according to the method of Example 1b) from 1-adamantaneacetyl chloride (2.0 g) and 4-methoxy-2-methylaniline (1.29 g) to give the title compound as a white solid (1.37 g). Reactants: C(C)OC(=O)C.O (EtOAc—H2O), C(C)(C)C1=CNC2=CC=CC=C12 (3-isopropyl indole), FC1=CC=C(CNC(=O)C2=CC=C(C=C2)S(=O)(=O)Cl)C=C1 (4-(4-Fluoro-benzylcarbamoyl)-benzenesulfonyl chloride), CC(C)([O-])C.[K+] (potassium t-butoxide). Solvent: CN(C)C=O (DMF). The product is FC1=CC=C(CNC(C2=CC=C(C=C2)S(=O)(=O)N2C=C(C3=CC=CC=C23)C(C)C)=O)C=C1 (N-(4-Fluoro-benzyl)-4-(3-isopropyl-indole-1-sulfonyl)-benzamide). RXN SMILES: [CH:1]([C:4]1[C:12]2[C:7](=[CH:8][CH:9]=[CH:10][CH:11]=2)[NH:6][CH:5]=1)([CH3:3])[CH3:2].CC(C)([O-])C.[K+].[F:19][C:20]1[CH:39]=[CH:38][C:23]([CH2:24][NH:25][C:26]([C:28]2[CH:33]=[CH:32][C:31]([S:34](Cl)(=[O:36])=[O:35])=[CH:30][CH:29]=2)=[O:27])=[CH:22][CH:21]=1.C(OC(C)=O)C.O>CN(C=O)C>[F:19][C:20]1[CH:21]=[CH:22][C:23]([CH2:24][NH:25][C:26](=[O:27])[C:28]2[CH:33]=[CH:32][C:31]([S:34]([N:6]3[C:7]4[C:12](=[CH:11][CH:10]=[CH:9][CH:8]=4)[C:4]([CH:1]([CH3:3])[CH3:2])=[CH:5]3)(=[O:35])=[O:36])=[CH:30][CH:29]=2)=[CH:38][CH:39]=1 |f:1.2,4.5|. Procedure: Stir a mixture of 3-isopropyl indole in dry DMF (20 ml) under N2 add potassium t-butoxide 1.0 M (1.2 ml, 1.2 mmol) dropwise. Stir the resulting solution for 30 minutes at ambient temperature. Add 4-(4-Fluoro-benzylcarbamoyl)-benzenesulfonyl chloride (0.360 g, 1.1 mmol) portionwise and stir the resulting mixture overnight. Pour the reaction mixture into a mixture of EtOAc—H2O. Separate the EtOAc layer, extract with H2O wash with brine and dry (MgSO4). Filter and evaporate to give the crude produc...